Dataset: the Open Reaction Database (ORD), a public repository of structured organic reaction records. Task: describe an organic reaction: reactants, conditions, products, and yield Reactants: O (Water), OC=1C(=NC=CC1)C(=O)OCC (ethyl 3-hydroxypicolinate), C(CCC)[Si](CCCC)(CCCC)Cl (tributylsilyl chloride), N1C=NC=C1 (imidazole). Run in C(Cl)Cl (methylene chloride). Reaction conditions: time 8 hour. The product is C(CCC)[Si](OC=1C(=NC=CC1)C(=O)OCC)(CCCC)CCCC (ethyl 3-(tributylsilyloxy)picolinate). The yield is 49.7%. As a reaction SMILES: [OH:1][C:2]1[C:3]([C:8]([O:10][CH2:11][CH3:12])=[O:9])=[N:4][CH:5]=[CH:6][CH:7]=1.[CH2:13]([Si:17](Cl)([CH2:22][CH2:23][CH2:24][CH3:25])[CH2:18][CH2:19][CH2:20][CH3:21])[CH2:14][CH2:15][CH3:16].N1C=CN=C1.O>C(Cl)Cl>[CH2:22]([Si:17]([CH2:13][CH2:14][CH2:15][CH3:16])([CH2:18][CH2:19][CH2:20][CH3:21])[O:1][C:2]1[C:3]([C:8]([O:10][CH2:11][CH3:12])=[O:9])=[N:4][CH:5]=[CH:6][CH:7]=1)[CH2:23][CH2:24][CH3:25]. Procedure: A mixture of ethyl 3-hydroxypicolinate (15 g, 900 mmol), tributylsilyl chloride (16.23 g, 110 mmol), imidazole (8.0 g, 120 mmol) in methylene chloride was stirred overnight under a nitrogen atmosphere. Water was added and the methylene chloride layer was separated and concentrated in vacuo. Purification on a silica gel column using ethyl acetate-hexane (1:4) as the eluant gave ethyl 3-(tributylsilyloxy)picolinate as a solid (20 g). The reactants are FC(C1=NC2=CC(=CC=C2C(=N1)NC1=NN(C(=C1)C)C(=O)OC(C)(C)C)OC)(C1=NC=C(C=C1)F)F (tert-Butyl 3-(2-(difluoro(5-fluoropyridin-2-yl)methyl)-7-methoxyquinazolin-4-ylamino)-5-methyl-1H-pyrazole-1-carboxylate), C(=O)(C(F)(F)F)O.C(Cl)Cl (TFA DCM). Reaction conditions: time 2.5 hour. Product: FC(C1=NC2=CC(=CC=C2C(=N1)NC1=NNC(=C1)C)OC)(C1=NC=C(C=C1)F)F (2-(difluoro(5-fluoropyridin-2-yl)methyl)-7-methoxy-N-(5-methyl-1H-pyrazol-3-yl)quinazolin-4-amine). Isolated yield 41.2%. As a reaction SMILES: [F:1][C:2]([F:36])([C:29]1[CH:34]=[CH:33][C:32]([F:35])=[CH:31][N:30]=1)[C:3]1[N:12]=[C:11]([NH:13][C:14]2[CH:18]=[C:17]([CH3:19])[N:16](C(OC(C)(C)C)=O)[N:15]=2)[C:10]2[C:5](=[CH:6][C:7]([O:27][CH3:28])=[CH:8][CH:9]=2)[N:4]=1.C(O)(C(F)(F)F)=O.C(Cl)Cl>>[F:36][C:2]([F:1])([C:29]1[CH:34]=[CH:33][C:32]([F:35])=[CH:31][N:30]=1)[C:3]1[N:12]=[C:11]([NH:13][C:14]2[CH:18]=[C:17]([CH3:19])[NH:16][N:15]=2)[C:10]2[C:5](=[CH:6][C:7]([O:27][CH3:28])=[CH:8][CH:9]=2)[N:4]=1 |f:1.2|. Reported procedure: To tert-Butyl 3-(2-(difluoro(5-fluoropyridin-2-yl)methyl)-7-methoxyquinazolin-4-ylamino)-5-methyl-1H-pyrazole-1-carboxylate (100 mg, 0.20 mmol) was added 20% TFA/DCM, and the mixture was stirred at rt for 2.5 h. The mixture was concentrated and the residue was purified by preparative reverse-phase HPLC (TFA as a modifier). The fractions containing the desired product were neutralized with saturated aq NaHCO3 and extracted with EtOAc (100 mL). The organic layer was separated, washed with brine (2... Reactants: ClC1=C(C(=NC2=CC(=CC(=C12)F)F)C1=NC=CC=C1)CC (4-chloro-3-ethyl-5,7-difluoro-2-(pyridin-2-yl)quinoline), O1CCN(CC1)C1=NC=C(C=C1N)N1CCOCC1 (2,5-dimorpholinopyridin-3-amine). Solvent: C1(=CC=CC=C1)C (toluene). Product: N1(CCOCC1)C1=NC=C(C=C1NC1=C(C(=NC2=CC(=CC(=C12)F)F)C1=NC=CC=C1)CC)N1CCOCC1 (N-(2,5-di-4-morpholinyl-3-pyridinyl)-3-ethyl-5,7-difluoro-2-(2-pyridinyl)-4-quinolinamine). Reaction SMILES: Cl[C:2]1[C:11]2[C:6](=[CH:7][C:8]([F:13])=[CH:9][C:10]=2[F:12])[N:5]=[C:4]([C:14]2[CH:19]=[CH:18][CH:17]=[CH:16][N:15]=2)[C:3]=1[CH2:20][CH3:21].[O:22]1[CH2:27][CH2:26][N:25]([C:28]2[C:33]([NH2:34])=[CH:32][C:31]([N:35]3[CH2:40][CH2:39][O:38][CH2:37][CH2:36]3)=[CH:30][N:29]=2)[CH2:24][CH2:23]1>C1(C)C=CC=CC=1>[N:25]1([C:28]2[C:33]([NH:34][C:2]3[C:11]4[C:6](=[CH:7][C:8]([F:13])=[CH:9][C:10]=4[F:12])[N:5]=[C:4]([C:14]4[CH:19]=[CH:18][CH:17]=[CH:16][N:15]=4)[C:3]=3[CH2:20][CH3:21])=[CH:32][C:31]([N:35]3[CH2:36][CH2:37][O:38][CH2:39][CH2:40]3)=[CH:30][N:29]=2)[CH2:24][CH2:23][O:22][CH2:27][CH2:26]1. Procedure details: Prepared according to Procedure H using 4-chloro-3-ethyl-5,7-difluoro-2-(pyridin-2-yl)quinoline (40.0 mg, 0.131 mmol) and 2,5-dimorpholinopyridin-3-amine in toluene to give N-(2,5-di-4-morpholinyl-3-pyridinyl)-3-ethyl-5,7-difluoro-2-(2-pyridinyl)-4-quinolinamine. 1H NMR (CDCl3) δ ppm 8.70 (1H, td, J=2.4, 1.0 Hz), 7.79-8.00 (2H, m), 7.53-7.66 (2H, m), 7.45 (1H, d, J=6.3 Hz), 7.40 (1H, ddd, J=7.3, 4.8, 1.6 Hz), 6.98 (1H, ddd, J=12.8, 8.7, 2.6 Hz), 6.43 (1H, d, J=2.3 Hz), 3.87-4.07 (4H, m), 3.73-3.... Reactants: CCOC(=O)CN=C(c1ccccc1)c1ccccc1, CN(C)C=O, [H-], [Na+], Cc1ccc(S(=O)(=O)O)cc1, Cc1ccc(S(=O)(=O)O)cc1, OCC1CCC(CO)O1. Yields the product CCOC(=O)C1(N=C(c2ccccc2)c2ccccc2)CC2CCC(C1)O2. RXN SMILES: [CH2:3]([CH3:4])[O:5][C:6]([CH2:7][N:8]=[C:9]([c:10]1[cH:11][cH:12][cH:13][cH:14][cH:15]1)[c:16]1[cH:17][cH:18][cH:19][cH:20][cH:21]1)=[O:22].[CH3:54][N:55]([CH3:56])[CH:57]=[O:58].[H-:1].[Na+:2].[OH:23][S:24]([c:25]1[cH:26][cH:27][c:28]([CH3:29])[cH:30][cH:31]1)(=[O:32])=[O:33].[OH:34][S:35]([c:36]1[cH:37][cH:38][c:39]([CH3:40])[cH:41][cH:42]1)(=[O:43])=[O:44].[OH:45][CH2:46][CH:47]1[O:48][CH:49]([CH2:52][OH:53])[CH2:50][CH2:51]1>>[CH2:3]([CH3:4])[O:5][C:6]([C:7]1([N:8]=[C:9]([c:10]2[cH:11][cH:12][cH:13][cH:14][cH:15]2)[c:16]2[cH:17][cH:18][cH:19][cH:20][cH:21]2)[CH2:46][CH:47]2[O:48][CH:49]([CH2:50][CH2:51]2)[CH2:52]1)=[O:22]. RXN SMILES: [O:1]1[C:5]2([CH2:10][CH2:9][C:8](=[O:11])[CH2:7][CH2:6]2)[O:4][CH2:3][CH2:2]1.[CH3:12][Mg]Br>C1COCC1>[CH3:12][C:8]1([OH:11])[CH2:7][CH2:6][C:5]2([O:4][CH2:3][CH2:2][O:1]2)[CH2:10][CH2:9]1. The solvent is C1CCOC1 (THF). Reaction conditions: temperature -78 celsius, time 20 minute. Procedure: To a cooled (−78° C.) solution of 1,4-dioxaspiro[4.5]decan-8-one (1 equiv) in THF (0.64 M) was added a solution of methylmagnesium bromide (1.8 equiv, 3 mol/L in ether) dropwise under nitrogen atmosphere. The resulting mixture was stirred at −78° C. for 20 minutes, then warmed to −30° C. for 30 minutes and then stirred at 0° C. for 30 minutes. After the reaction was complete, the resulting mixture was quenched with saturated aqueous ammonia chloride solution and extracted with ethyl acetate. The... Reactants: O1CCOC12CCC(CC2)=O (1,4-dioxaspiro[4.5]decan-8-one), C[Mg]Br (methylmagnesium bromide). The yield is 92.0%. The product is CC1(CCC2(OCCO2)CC1)O (8-Methyl-1,4-dioxaspiro[4.5]decan-8-ol). Reactants: C(C)(C)(C)OCC=1C=C(C=CC1)C1=CC=C2C=NC(=NN21)O (7-(3-tert-Butoxymethyl-phenyl)-pyrrolo[2,1-f][1,2,4]triazin-2-ol), CN1CCN(CC1)C=1C=C(N)C=CC1 (3-(4-Methylpiperazin-1-yl)aniline). Yields the product C(C)(C)(C)OCC=1C=C(C=CC1)C1=CC=C2C=NC(=NN21)NC2=CC(=CC=C2)N2CCN(CC2)C ([7-(3-tert-Butoxymethyl-phenyl)-pyrrolo[2,1-f][1,2,4]triazin-2-yl]-[3-(4-methyl-piperazin-1-yl)-phenyl]-amine). The yield is 44.8%. Reaction SMILES: [C:1]([O:5][CH2:6][C:7]1[CH:8]=[C:9]([C:13]2[N:21]3[C:16]([CH:17]=[N:18][C:19](O)=[N:20]3)=[CH:15][CH:14]=2)[CH:10]=[CH:11][CH:12]=1)([CH3:4])([CH3:3])[CH3:2].[CH3:23][N:24]1[CH2:29][CH2:28][N:27]([C:30]2[CH:31]=[C:32]([CH:34]=[CH:35][CH:36]=2)[NH2:33])[CH2:26][CH2:25]1>>[C:1]([O:5][CH2:6][C:7]1[CH:8]=[C:9]([C:13]2[N:21]3[C:16]([CH:17]=[N:18][C:19]([NH:33][C:32]4[CH:34]=[CH:35][CH:36]=[C:30]([N:27]5[CH2:26][CH2:25][N:24]([CH3:23])[CH2:29][CH2:28]5)[CH:31]=4)=[N:20]3)=[CH:15][CH:14]=2)[CH:10]=[CH:11][CH:12]=1)([CH3:4])([CH3:3])[CH3:2]. Procedure details: Analogous to Example 1510b, 7-(3-tert-Butoxymethyl-phenyl)-pyrrolo[2,1-f][1,2,4]triazin-2-ol (109 mg, 0.37 mmol) and 3-(4-Methylpiperazin-1-yl)aniline (0.0878 g, 0.459 mmol) were reacted to afford [7-(3-tert-Butoxymethyl-phenyl)-pyrrolo[2,1-f][1,2,4]triazin-2-yl]-[3-(4-methyl-piperazin-1-yl)-phenyl]-amine (78 mg, 45%). LCMS: 471 (M+H); 1H-NMR (DMSO-d6): 9.26 (s, 1H), 9.26 (s, 1H), 8.97 (s, 1H), 8.08 (s, 1H), 7.99 (d, 1H, J=7.83 Hz), 7.46 (t, 1H, J=7.83 Hz), 7.35 (d, 1H, J=7.83 Hz), 7.27 (m, 2H),... Reactants: CC1=CC(NC2=CC=C(C=C12)OCCCCSC1=NC=CC=C1)=O (4-methyl-6-[4-(2-pyridyl-mercapto)-butoxy]-carbostyril), I(=O)(=O)(=O)[O-].[Na+] (sodium metaperiodate). The solvent is O (water), O (water), C(C)(=O)O (acetic acid). Run at time 22 hour. Product: CC1=CC(NC2=CC=C(C=C12)OCCCCS(=O)C1=NC=CC=C1)=O (4-Methyl-6-[4-(2-pyridyl-sulfinyl)-butoxy]-carbostyril). Reaction SMILES: [CH3:1][C:2]1[C:11]2[C:6](=[CH:7][CH:8]=[C:9]([O:12][CH2:13][CH2:14][CH2:15][CH2:16][S:17][C:18]3[CH:23]=[CH:22][CH:21]=[CH:20][N:19]=3)[CH:10]=2)[NH:5][C:4](=[O:24])[CH:3]=1.I([O-])(=O)(=O)=[O:26].[Na+]>C(O)(=O)C.O>[CH3:1][C:2]1[C:11]2[C:6](=[CH:7][CH:8]=[C:9]([O:12][CH2:13][CH2:14][CH2:15][CH2:16][S:17]([C:18]3[CH:23]=[CH:22][CH:21]=[CH:20][N:19]=3)=[O:26])[CH:10]=2)[NH:5][C:4](=[O:24])[CH:3]=1 |f:1.2|. Procedure details: A solution of 0.170 gm (0.0005 mol) of 4-methyl-6-[4-(2-pyridyl-mercapto)-butoxy]-carbostyril in 5 ml of glacial acetic acid and a solution of 0.107 gm (0.0005 mol) of sodium metaperiodate in 6 ml of water were admixed and allowed to stand at room temperature for 22 hours. Subsequently, the light brown reaction solution was diluted with 20 ml of water, and the reaction product was extracted with chloroform. The extract was shaken once with an aqeuous sodium carbonate solution and dried over anhy... The reactants are C(C)(=O)NC=1SC2=C(N1)C=CC(=C2)C(CBr)=O (1-(2-Acetylamino-benzothiazol-6-yl)-2-bromo-ethanone), C(C1=CC=CC=C1)C1CCNCC1 (4-benzylpiperidin), C(=O)([O-])[O-].[K+].[K+] (K2CO3). The solvent is CN(C)C=O (DMF). The product is NC=1SC2=C(N1)C=CC(=C2)C(CN2CCC(CC2)CC2=CC=CC=C2)=O (1-(2-Amino-benzothiazol-6-yl)-2-(4-benzyl-piperidin-1-yl)-ethanone). Reaction SMILES: C([NH:4][C:5]1[S:6][C:7]2[CH:13]=[C:12]([C:14](=[O:17])[CH2:15]Br)[CH:11]=[CH:10][C:8]=2[N:9]=1)(=O)C.[CH2:18]([CH:25]1[CH2:30][CH2:29][NH:28][CH2:27][CH2:26]1)[C:19]1[CH:24]=[CH:23][CH:22]=[CH:21][CH:20]=1.C([O-])([O-])=O.[K+].[K+]>CN(C=O)C>[NH2:4][C:5]1[S:6][C:7]2[CH:13]=[C:12]([C:14](=[O:17])[CH2:15][N:28]3[CH2:29][CH2:30][CH:25]([CH2:18][C:19]4[CH:24]=[CH:23][CH:22]=[CH:21][CH:20]=4)[CH2:26][CH2:27]3)[CH:11]=[CH:10][C:8]=2[N:9]=1 |f:2.3.4|. Procedure details: A solution of 2 g of 1-(2-Acetylamino-benzothiazol-6-yl)-2-bromo-ethanone and 1.5 g of 4-benzylpiperidin and 2.5 g of K2CO3 in 20 ml of DMF was heated at 35° C. for 2 hours.